From a dataset of the Open Reaction Database (ORD), a public repository of structured organic reaction records. describe an organic reaction: reactants, conditions, products, and yield The reactants are N#Cc1c(O)c2c(-c3ccc(Br)cc3)csc2[nH]c1=O, O=C([O-])[O-], [Cs+], [Cs+], OB(O)c1ccc(F)cc1, [Pd], c1ccc(P(c2ccccc2)c2ccccc2)cc1, c1ccc(P(c2ccccc2)c2ccccc2)cc1, c1ccc(P(c2ccccc2)c2ccccc2)cc1, c1ccc(P(c2ccccc2)c2ccccc2)cc1. Yields the product N#Cc1c(O)c2c(-c3ccc(-c4ccc(F)cc4)cc3)csc2[nH]c1=O. RXN SMILES: [Br:1][c:2]1[cH:3][cH:4][c:5](-[c:8]2[cH:9][s:10][c:11]3[nH:12][c:13](=[O:20])[c:14]([C:18]#[N:19])[c:15]([OH:17])[c:16]23)[cH:6][cH:7]1.[C:31](=[O:32])([O-:33])[O-:34].[Cs+:35].[Cs+:36].[F:21][c:22]1[cH:23][cH:24][c:25]([B:28]([OH:29])[OH:30])[cH:26][cH:27]1.[Pd:113].[c:37]1([P:38]([c:39]2[cH:40][cH:41][cH:42][cH:43][cH:44]2)[c:45]2[cH:46][cH:47][cH:48][cH:49][cH:50]2)[cH:51][cH:52][cH:53][cH:54][cH:55]1.[c:56]1([P:57]([c:58]2[cH:59][cH:60][cH:61][cH:62][cH:63]2)[c:64]2[cH:65][cH:66][cH:67][cH:68][cH:69]2)[cH:70][cH:71][cH:72][cH:73][cH:74]1.[c:75]1([P:76]([c:77]2[cH:78][cH:79][cH:80][cH:81][cH:82]2)[c:83]2[cH:84][cH:85][cH:86][cH:87][cH:88]2)[cH:89][cH:90][cH:91][cH:92][cH:93]1.[c:94]1([P:95]([c:96]2[cH:97][cH:98][cH:99][cH:100][cH:101]2)[c:102]2[cH:103][cH:104][cH:105][cH:106][cH:107]2)[cH:108][cH:109][cH:110][cH:111][cH:112]1>>[c:2]1(-[c:25]2[cH:24][cH:23][c:22]([F:21])[cH:27][cH:26]2)[cH:3][cH:4][c:5](-[c:8]2[cH:9][s:10][c:11]3[nH:12][c:13](=[O:20])[c:14]([C:18]#[N:19])[c:15]([OH:17])[c:16]23)[cH:6][cH:7]1. Reactants: Cc1cc([N+](=O)[O-])cnc1Br, O=C([O-])[O-], [Cs+], [Cs+], C1COCCO1, O, OB(O)c1ccccc1. The product is Cc1cc([N+](=O)[O-])cnc1-c1ccccc1. RXN SMILES: [Br:1][c:2]1[n:3][cH:4][c:5]([N+:9](=[O:10])[O-:11])[cH:6][c:7]1[CH3:8].[C:21](=[O:22])([O-:23])[O-:24].[Cs+:25].[Cs+:26].[O:28]1[CH2:29][CH2:30][O:31][CH2:32][CH2:33]1.[OH2:27].[OH:12][B:13]([OH:14])[c:15]1[cH:16][cH:17][cH:18][cH:19][cH:20]1>>[c:2]1(-[c:15]2[cH:16][cH:17][cH:18][cH:19][cH:20]2)[n:3][cH:4][c:5]([N+:9](=[O:10])[O-:11])[cH:6][c:7]1[CH3:8]. Reactants: CC(C)(C)OC(=O)NC, C1COCCN1C2=CC(=O)C3=C(O2)C(=CC=C3)C4=CC=CC5=C4SC6=C5C=C(C=C6)OS(=O)(=O)C(F)(F)F. The reagents and catalysts are C(=O)([O-])[O-].[Cs+].[Cs+], CC1(C2=C(C(=CC=C2)P(C3=CC=CC=C3)C4=CC=CC=C4)OC5=C1C=CC=C5P(C6=CC=CC=C6)C7=CC=CC=C7)C, C1=CC=C(C=C1)/C=C/C(=O)/C=C/C2=CC=CC=C2.C1=CC=C(C=C1)/C=C/C(=O)/C=C/C2=CC=CC=C2.C1=CC=C(C=C1)/C=C/C(=O)/C=C/C2=CC=CC=C2.[Pd].[Pd]. Run in C1COCCO1. Conditions: temperature 140 celsius. The product is CC(C)(C)OC(=O)N(C)C1=CC2=C(C=C1)SC3=C2C=CC=C3C4=CC=CC5=C4OC(=CC5=O)N6CCOCC6. Yield: 34.9%. Reported procedure: 6-(2-morpholino-4-oxo-4H-chromen-8-yl)dibenzo[b,d]thiophen-2-yl trifluoromethanesulfonate (207.4 mg, 0.37 mmol), tert-butyl methylcarbamate (194 mg, 1.48 mmol), (9,9-dimethyl-9H-xanthene-4,5-diyl)bis(diphenylphosphine) (10.69 mg, 0.02 mmol) and cesium carbonate (481 mg, 1.48 mmol) were suspended in dioxane (6 mL) and sealed into a microwave tube. The reaction was heated to 140 °C for 1 hour in the microwave reactor and cooled to RT. The reaction mixture was filtered then silica gel (2 g) added. ... The reactants are [Br-].[Li+] (Lithium bromide), FC(C(=O)O)(F)F.C(CCC)NC1=NC(=C2N=C(NC2=N1)OC)N (N2-Butyl-8-methoxy-9H-purine-2,6-diamine trifluoroacetic acid salt), C([O-])([O-])=O.[K+].[K+] (potassium carbonate), CS(=O)(=O)OCC1CC(OCC1)(C)C ((2,2-Dimethyltetrahydro-2H-pyran-4-yl)methyl methanesulfonate). Run in CN(C)C=O (DMF). Run at temperature 60 celsius, time 5 hour. Product: C(CCC)NC1=NC(=C2N=C(N(C2=N1)CC1CC(OCC1)(C)C)OC)N (N2-Butyl-9-[(2,2-dimethyltetrahydro-2H-pyran-4-yl)methyl]-8-methoxy-9H-purine-2,6-diamine). Isolated yield 36.2%. RXN SMILES: FC(F)(F)C(O)=O.[CH2:8]([NH:12][C:13]1[N:21]=[C:20]2[C:16]([N:17]=[C:18]([O:22][CH3:23])[NH:19]2)=[C:15]([NH2:24])[N:14]=1)[CH2:9][CH2:10][CH3:11].C(=O)([O-])[O-].[K+].[K+].CS(O[CH2:36][CH:37]1[CH2:42][CH2:41][O:40][C:39]([CH3:44])([CH3:43])[CH2:38]1)(=O)=O.[Br-].[Li+]>CN(C=O)C>[CH2:8]([NH:12][C:13]1[N:21]=[C:20]2[C:16]([N:17]=[C:18]([O:22][CH3:23])[N:19]2[CH2:36][CH:37]2[CH2:42][CH2:41][O:40][C:39]([CH3:44])([CH3:43])[CH2:38]2)=[C:15]([NH2:24])[N:14]=1)[CH2:9][CH2:10][CH3:11] |f:0.1,2.3.4,6.7|. Procedure: A mixture of N2-Butyl-8-methoxy-9H-purine-2,6-diamine trifluoroacetic acid salt (200 mg) and potassium carbonate (236 mg) in dry DMF (2 mL) were heated at 60° C. under nitrogen with stirring for 1 h. (2,2-Dimethyltetrahydro-2H-pyran-4-yl)methyl methanesulfonate (152 mg) was added and stirring was continued for 5 h at 50° C. The reaction was cooled to room temperature and stirred for 16 h. Lithium bromide (50 mg) was added and heating was continued for 5 h at 50° C., then 8 h at 90° C. The mixtur... Reactants: COC[C@@H]1CC[C@H](CC1)C1=CC=CC=C1 (trans-4-methyloxymethyl-1-phenylcyclohexane), I(=O)(=O)O (iodic acid), II (iodine), Cl (hydrochloric acid), aqueous solution, S(=S)(=O)([O-])[O-].[Na+].[Na+] (sodium thiosulfate), II (iodine). Run in CCCCCCC (n-heptane), C(Cl)(Cl)(Cl)Cl (CCl4), O (water), C(C)(=O)O (acetic acid). Reaction conditions: time 12 hour. Yields the product COC[C@@H]1CC[C@H](CC1)C1=CC=C(C=C1)I (4-(trans-4'-methyloxymethylcyclohexyl)iodobenzene). Yield: 210.4%. RXN SMILES: [CH3:1][O:2][CH2:3][C@H:4]1[CH2:9][CH2:8][C@H:7]([C:10]2[CH:15]=[CH:14][CH:13]=[CH:12][CH:11]=2)[CH2:6][CH2:5]1.[I:16](O)(=O)=O.II.Cl.S([O-])([O-])(=O)=S.[Na+].[Na+]>CCCCCCC.C(Cl)(Cl)(Cl)Cl.O.C(O)(=O)C>[CH3:1][O:2][CH2:3][C@H:4]1[CH2:5][CH2:6][C@H:7]([C:10]2[CH:15]=[CH:14][C:13]([I:16])=[CH:12][CH:11]=2)[CH2:8][CH2:9]1 |f:4.5.6|. Reported procedure: Into a 1 l three-neck flask were added compound (D) (100.0 g, 0.489 mol), acetic acid (344 ml), water (91 ml), iodic acid (20.6 g, 0.117 mol), iodine (54.5 g, 0.215 mol), CCl4 (40 ml) and conc. hydrochloric acid (14 ml), followed by stirring and further refluxing for 3 hours while heating on a mantle heater. After cooling, a 10% aqueous solution of sodium thiosulfate (15 ml) was added to cause the color of excess iodine to disappear, followed by adding n-heptane (200 ml ), transferring the mixtu... Reagents/catalysts: C(=O)(C(F)(F)F)O (TFA). Product: FC1=C(C=C(C=C1)[C@H]1CCC(O1)=O)C ((R)-5-(4-fluoro-3-methyl-phenyl)-dihydro-furan-2-one). Reactants: FC1=C(C=C(C=C1)[C@@H](CCC(=O)OC)O)C ((R)-methyl 4-(4-fluoro-3-methyl-phenyl)-4-hydroxy-butanoate). Solvent: C(Cl)Cl (DCM). Isolated yield 112.5%. As a reaction SMILES: [F:1][C:2]1[CH:7]=[CH:6][C:5]([C@H:8]([OH:15])[CH2:9][CH2:10][C:11](OC)=[O:12])=[CH:4][C:3]=1[CH3:16]>C(Cl)Cl.C(O)(C(F)(F)F)=O>[F:1][C:2]1[CH:7]=[CH:6][C:5]([C@@H:8]2[O:15][C:11](=[O:12])[CH2:10][CH2:9]2)=[CH:4][C:3]=1[CH3:16]. Procedure: To a solution of (R)-methyl 4-(4-fluoro-3-methyl-phenyl)-4-hydroxy-butanoate (289 mg) in 20 mL DCM was added 4 drops TFA at room temperature and the resulting solution warmed to 40° C. After stirring for 16 h the reaction was cooled to room temperature and concentrated under reduced pressure. The product was isolated by flash column chromatograph eluting with 0% to 30% ethyl acetate/hexane gradient solvent to give 279 mg of (R)-5-(4-fluoro-3-methyl-phenyl)-dihydro-furan-2-one as a colorless oil. Run at temperature 40 celsius, time 16 hour. Reported procedure: A mixture of 2-amino-5-fluorobenzoic acid (23.3 g, 0.15 mol) and propionic acid anhydride (150 mL) was heated to reflux for 3 hr, then the propionic acid anhydride was removed in vacuo to afford 2-ethyl-6-fluoro-benzo[d][1,3]oxazin-4-one 2 as a gray solid, which was used directly in the next step. RXN SMILES: [NH2:1][C:2]1[CH:10]=[CH:9][C:8]([F:11])=[CH:7][C:3]=1[C:4]([OH:6])=[O:5].[C:12](OC(=O)CC)(=O)[CH2:13][CH3:14]>>[CH2:13]([C:14]1[O:5][C:4](=[O:6])[C:3]2[CH:7]=[C:8]([F:11])[CH:9]=[CH:10][C:2]=2[N:1]=1)[CH3:12]. Yields the product C(C)C=1OC(C2=C(N1)C=CC(=C2)F)=O (2-ethyl-6-fluoro-benzo[d][1,3]oxazin-4-one). Reactants: NC1=C(C(=O)O)C=C(C=C1)F (2-amino-5-fluorobenzoic acid), C(CC)(=O)OC(CC)=O (propionic acid anhydride). Starting materials: [BH4-], C1CCOC1, CO, CC(C)(CC(O)(Cn1ccc(=O)c2ccccc21)C(F)(F)F)c1cccc(C=O)c1, [Na+]. Yields the product CC(C)(CC(O)(Cn1ccc(=O)c2ccccc21)C(F)(F)F)c1cccc(CO)c1. As a reaction SMILES: [BH4-:31].[CH2:35]1[O:36][CH2:37][CH2:38][CH2:39]1.[CH3:33][OH:34].[F:1][C:2]([C:3]([CH2:4][C:5]([CH3:6])([CH3:7])[c:8]1[cH:9][c:10]([CH:11]=[O:12])[cH:13][cH:14][cH:15]1)([CH2:16][n:17]1[cH:18][cH:19][c:20](=[O:27])[c:21]2[cH:22][cH:23][cH:24][cH:25][c:26]12)[OH:28])([F:29])[F:30].[Na+:32]>>[F:1][C:2]([C:3]([CH2:4][C:5]([CH3:6])([CH3:7])[c:8]1[cH:9][c:10]([CH2:11][OH:12])[cH:13][cH:14][cH:15]1)([CH2:16][n:17]1[cH:18][cH:19][c:20](=[O:27])[c:21]2[cH:22][cH:23][cH:24][cH:25][c:26]12)[OH:28])([F:29])[F:30]. The reactants are O (water), C1(CCCC1)N1N=C(C(=C1N)C(=O)N)CC (1-cyclopentyl-3-ethyl-5-amino-1H-pyrazole-4-carboxamide), N1(CCOCC1)CCOC1=CC=C(C=C1)CC(=O)OC (methyl 4-[2-(4-morpholinyl)ethoxy]phenylacetate), [Na] (Sodium). Solvent: C(C)O (ethanol), C(C)(=O)O (acetic acid), CCOCC (ether). The product is C1(CCCC1)N1NC(=C2C1=NC(=NC2=O)CC2=CC=C(C=C2)OCCN2CCOCC2)CC (1-cyclopentyl-3-ethyl-6-[4-[2-(4-morpholinyl)ethoxy]phenylmethyl]pyrazolo[3,4-d]pyrimidin-4-one). The yield is 41.1%. RXN SMILES: [Na].[CH:2]1([N:7]2[C:11]([NH2:12])=[C:10]([C:13]([NH2:15])=[O:14])[C:9]([CH2:16][CH3:17])=[N:8]2)[CH2:6][CH2:5][CH2:4][CH2:3]1.[N:18]1([CH2:24][CH2:25][O:26][C:27]2[CH:32]=[CH:31][C:30]([CH2:33][C:34](OC)=O)=[CH:29][CH:28]=2)[CH2:23][CH2:22][O:21][CH2:20][CH2:19]1.O>C(O)C.CCOCC.C(O)(=O)C>[CH:2]1([N:7]2[C:11]3=[N:12][C:34]([CH2:33][C:30]4[CH:31]=[CH:32][C:27]([O:26][CH2:25][CH2:24][N:18]5[CH2:23][CH2:22][O:21][CH2:20][CH2:19]5)=[CH:28][CH:29]=4)=[N:15][C:13](=[O:14])[C:10]3=[C:9]([CH2:16][CH3:17])[NH:8]2)[CH2:3][CH2:4][CH2:5][CH2:6]1 |^1:0|. Reported procedure: Sodium (414 mg) was dissolved in ethanol (30 ml) and 1-cyclopentyl-3-ethyl-5-amino-1H-pyrazole-4-carboxamide (2.0 g) and methyl 4-[2-(4-morpholinyl)ethoxy]phenylacetate (5.03 g, 18 mmol) were added. The reaction mixture was refluxed overnight, the solvent was stripped, water was added to the residue, followed by sufficient acetic acid to adjust the pH to 8-9. An oil separated which was collected by decantation and treated with water and saturated NaHCO3. The mixture was extracted with ethyl acet... The reactants are CCOc1nc(C(C)(C)C)ncc1C1=NC(c2ccc(Cl)cc2)C(c2ccc(Cl)cc2)N1C(=O)N1CCNC(=O)C1, CC(=O)N1CCNCC1, Cl. The product is CCOc1nc(C(C)(C)C)ncc1C1=NC(c2ccc(Cl)cc2)C(c2ccc(Cl)cc2)N1C(=O)N1CCN(C(C)=O)CC1. RXN SMILES: [C:2]([CH3:3])([CH3:4])([CH3:5])[c:6]1[n:7][cH:8][c:9]([C:15]2=[N:19][CH:18]([c:20]3[cH:21][cH:22][c:23]([Cl:26])[cH:24][cH:25]3)[CH:17]([c:27]3[cH:28][cH:29][c:30]([Cl:33])[cH:31][cH:32]3)[N:16]2[C:34](=[O:35])[N:36]2[CH2:37][CH2:38][NH:39][C:40](=[O:41])[CH2:42]2)[c:10]([O:12][CH2:13][CH3:14])[n:11]1.[C:43]([CH3:44])(=[O:45])[N:46]1[CH2:47][CH2:48][NH:49][CH2:50][CH2:51]1.[ClH:1]>>[C:2]([CH3:3])([CH3:4])([CH3:5])[c:6]1[n:7][cH:8][c:9]([C:15]2=[N:19][CH:18]([c:20]3[cH:21][cH:22][c:23]([Cl:26])[cH:24][cH:25]3)[CH:17]([c:27]3[cH:28][cH:29][c:30]([Cl:33])[cH:31][cH:32]3)[N:16]2[C:34](=[O:35])[N:49]2[CH2:48][CH2:47][N:46]([C:43]([CH3:44])=[O:45])[CH2:51][CH2:50]2)[c:10]([O:12][CH2:13][CH3:14])[n:11]1.